Dataset: the Open Reaction Database (ORD), a public repository of structured organic reaction records. Task: describe an organic reaction: reactants, conditions, products, and yield Reactants: C12(CC3CC(CC(C1)C3)C2)C=2C=C(C=CC2CCCOC(C)=O)C=2C=C3C=CC(=CC3=CC2)C(=O)OCC2=CC=CC=C2 (Benzyl 6-[3-(1-adamantyl)-4-(3-acetoxypropyl)phenyl]-2-naphthoate), product. Reagents/catalysts: [Pd] (palladium on carbon). Run in O1CCOCC1 (dioxane). Product: C12(CC3CC(CC(C1)C3)C2)C=2C=C(C=CC2CCCOC(C)=O)C=2C=C3C=CC(=CC3=CC2)C(=O)O (6-[3-(1-Adamantyl)-4-(3-acetoxypropyl)phenyl]-2-naphthoic acid). Reaction SMILES: [C:1]12([C:11]3[CH:12]=[C:13]([C:24]4[CH:25]=[C:26]5[C:31](=[CH:32][CH:33]=4)[CH:30]=[C:29]([C:34]([O:36]CC4C=CC=CC=4)=[O:35])[CH:28]=[CH:27]5)[CH:14]=[CH:15][C:16]=3[CH2:17][CH2:18][CH2:19][O:20][C:21](=[O:23])[CH3:22])[CH2:10][CH:5]3[CH2:6][CH:7]([CH2:9][CH:3]([CH2:4]3)[CH2:2]1)[CH2:8]2>O1CCOCC1.[Pd]>[C:1]12([C:11]3[CH:12]=[C:13]([C:24]4[CH:25]=[C:26]5[C:31](=[CH:32][CH:33]=4)[CH:30]=[C:29]([C:34]([OH:36])=[O:35])[CH:28]=[CH:27]5)[CH:14]=[CH:15][C:16]=3[CH2:17][CH2:18][CH2:19][O:20][C:21](=[O:23])[CH3:22])[CH2:10][CH:5]3[CH2:4][CH:3]([CH2:9][CH:7]([CH2:6]3)[CH2:8]1)[CH2:2]2. Procedure details: 1.77 g (3.1 mmol) of the diester obtained in Example 44, in solution in 50 ml of dioxane, are hydrogenated in the presence of 530 mg of palladium on carbon (10%) at 50° C., under a hydrogen pressure of 7 bar. After the same treatment as in Example 5 followed by a recrystallization from ethyl acetate, 1.13 g (83%) of the expected product are isolated, which product melts at 260° C. Reactants: CC(=O)O, CCOc1cc(O)cc(S(N)(=O)=O)c1C(=O)N(CC)CC. Product: CCOc1cc(O)cc2c1C(=O)NS2(=O)=O. Reaction SMILES: [CH3:22][C:23](=[O:24])[OH:25].[NH2:1][S:2](=[O:3])(=[O:4])[c:5]1[c:6]([C:7](=[O:8])[N:9]([CH2:10][CH3:11])[CH2:12][CH3:13])[c:14]([O:19][CH2:20][CH3:21])[cH:15][c:16]([OH:18])[cH:17]1>>[S:2]1(=[O:3])(=[O:4])[c:5]2[c:6]([c:14]([O:19][CH2:20][CH3:21])[cH:15][c:16]([OH:18])[cH:17]2)[C:7](=[O:8])[NH:9]1. The reactants are COC1=CC=C(C=C1)C(CN1N=CN=C1)=[N+](C)[O-] (1-(4-methoxyphenyl)-N-methyl-2-(1H-1,2,4-triazol-1-yl)ethanimine N-oxide), C=CCCCCCCCCCCCCCCCC (1-octadecene). Yields the product COC1=CC=C(C=C1)C1(N(OC(C1)CCCCCCCC)C)CN1N=CN=C1 (3-(4-Methoxyphenyl)-3-(1H-1,2,4-triazol-1-ylmethyl)-2-methyl-5-n-octylisoxazolidine). Reaction SMILES: [CH3:1][O:2][C:3]1[CH:8]=[CH:7][C:6]([C:9](=[N+:16]([O-:18])[CH3:17])[CH2:10][N:11]2[CH:15]=[N:14][CH:13]=[N:12]2)=[CH:5][CH:4]=1.[CH2:19]=[CH:20][CH2:21][CH2:22][CH2:23][CH2:24][CH2:25][CH2:26][CH2:27][CH2:28]CCCCCCCC>>[CH3:1][O:2][C:3]1[CH:8]=[CH:7][C:6]([C:9]2([CH2:10][N:11]3[CH:15]=[N:14][CH:13]=[N:12]3)[CH2:19][CH:20]([CH2:21][CH2:22][CH2:23][CH2:24][CH2:25][CH2:26][CH2:27][CH3:28])[O:18][N:16]2[CH3:17])=[CH:5][CH:4]=1. Procedure: Derivative 3 (R=4-OCH3, n=7) is prepared by a procedure similar to that described in Example 1 by reacting 1-(4-methoxyphenyl)-N-methyl-2-(1H-1,2,4-triazol-1-yl)ethanimine N-oxide (1: R=4-OCH3) with 1-decene (2: n=7). The resulting diastereomeric mixture of cis- and trans-derivative 3 (R=4-OCH3, n=7) is flash-chromatographed on neutral silica gel using chloroform-methanol (99:1 by volume) as eluent. Isomer A has a melting point of 89°-91° C. (ethyl acetate). Starting materials: O=C([O-])O, Cc1onc(-c2ccccc2)c1-c1cn(-c2ccc([N+](=O)[O-])cc2)c(COCc2ccccc2)n1, ClCCl, [Na+], O=C(O)C(F)(F)F, O=S(=O)(O)C(F)(F)F. The product is Cc1onc(-c2ccccc2)c1-c1cn(-c2ccc([N+](=O)[O-])cc2)c(CO)n1. Reaction SMILES: [C:51](=[O:52])([O-:53])[OH:54].[CH2:1]([c:2]1[cH:3][cH:4][cH:5][cH:6][cH:7]1)[O:8][CH2:9][c:10]1[n:11](-[c:27]2[cH:28][cH:29][c:30]([N+:33](=[O:34])[O-:35])[cH:31][cH:32]2)[cH:12][c:13](-[c:15]2[c:16](-[c:21]3[cH:22][cH:23][cH:24][cH:25][cH:26]3)[n:17][o:18][c:19]2[CH3:20])[n:14]1.[Cl:56][CH2:57][Cl:58].[Na+:55].[OH:36][C:37]([C:38]([F:39])([F:40])[F:41])=[O:42].[OH:43][S:44]([C:45]([F:46])([F:47])[F:48])(=[O:49])=[O:50]>>[OH:8][CH2:9][c:10]1[n:11](-[c:27]2[cH:28][cH:29][c:30]([N+:33](=[O:34])[O-:35])[cH:31][cH:32]2)[cH:12][c:13](-[c:15]2[c:16](-[c:21]3[cH:22][cH:23][cH:24][cH:25][cH:26]3)[n:17][o:18][c:19]2[CH3:20])[n:14]1. The reactants are CC[N+](CC)(CC)Cc1ccccc1, CCC1(COS(C)(=O)=O)COC1, CCOC(C)=O, [Cl-], Cl, [Na+], [OH-], OCC(O)CO. The product is CCC1(COCC(O)CO)COC1. As a reaction SMILES: [CH2:23]([N+:24]([CH2:25][CH3:26])([CH2:27][CH3:28])[CH2:29][CH3:30])[c:31]1[cH:32][cH:33][cH:34][cH:35][cH:36]1.[CH2:9]([CH3:10])[C:11]1([CH2:15][O:16][S:17]([CH3:18])(=[O:19])=[O:20])[CH2:12][O:13][CH2:14]1.[CH3:37][CH2:38][O:39][C:40](=[O:41])[CH3:42].[Cl-:22].[ClH:21].[Na+:8].[OH-:7].[OH:1][CH2:2][CH:3]([OH:4])[CH2:5][OH:6]>>[O:1]([CH2:2][CH:3]([OH:4])[CH2:5][OH:6])[CH2:15][C:11]1([CH2:9][CH3:10])[CH2:12][O:13][CH2:14]1. The reactants are CC[SiH](CC)CC, O=C(Cl)CCl, O=C1Cc2cc(C(=O)CCl)ccc2N1, O, O=C(O)C(F)(F)F. Product: O=C1Cc2cc(CCCl)ccc2N1. Reaction SMILES: [CH2:20]([SiH:21]([CH2:22][CH3:23])[CH2:24][CH3:25])[CH3:26].[Cl:15][CH2:16][C:17]([Cl:18])=[O:19].[Cl:1][CH2:2][C:3](=[O:4])[c:5]1[cH:6][c:7]2[c:11]([cH:12][cH:13]1)[NH:10][C:9](=[O:14])[CH2:8]2.[OH2:27].[OH:28][C:29]([C:30]([F:31])([F:32])[F:33])=[O:34]>>[Cl:1][CH2:2][CH2:3][c:5]1[cH:6][c:7]2[c:11]([cH:12][cH:13]1)[NH:10][C:9](=[O:14])[CH2:8]2. Product: C1(OCCO1)=O (ethylene carbonate), poly(alkylene carbonate) polyol, C(=O)=O (carbon dioxide). RXN SMILES: [C:1]1(=[O:6])[O:5][CH2:4][CH2:3][O:2]1>C(O)CO>[C:1]1(=[O:6])[O:5][CH2:4][CH2:3][O:2]1.[C:1](=[O:5])=[O:2]. The reactants are C1(OCCO1)=O (ethylene carbonate). Procedure: A 10:1 mole ratio of ethylene carbonate:monoethylene glycol is heated with stirring under a nitrogen atmosphere for 24 hours at 135° C. using 1.0 percent Na2SnO3.3H2O as catalyst to give a 100 percent ethylene carbonate conversion to a poly(alkylene carbonate) polyol with 25.8 percent carbon dioxide. Reaction conditions: temperature 135 celsius, time 24 hour. The yield is 25.8%. The reagents and catalysts are Na2SnO3.3H2O. Run in C(CO)O (monoethylene glycol).